This data is from the Open Reaction Database (ORD), a public repository of structured organic reaction records. The task is: describe an organic reaction: reactants, conditions, products, and yield The reactants are C#Cc1ccccn1, CCNCC, CN(C)C=O, COc1cc2ncnc(Nc3ccc4[nH]ccc4c3)c2cc1I. The product is COc1cc2ncnc(Nc3ccc4[nH]ccc4c3)c2cc1C#Cc1ccccn1. Reaction SMILES: [C:24](#[CH:25])[c:26]1[n:27][cH:28][cH:29][cH:30][cH:31]1.[CH2:32]([NH:33][CH2:34][CH3:35])[CH3:36].[O:37]=[CH:38][N:39]([CH3:40])[CH3:41].[nH:1]1[cH:2][cH:3][c:4]2[cH:5][c:6]([NH:10][c:11]3[n:12][cH:13][n:14][c:15]4[cH:16][c:17]([O:22][CH3:23])[c:18]([I:21])[cH:19][c:20]34)[cH:7][cH:8][c:9]12>>[nH:1]1[cH:2][cH:3][c:4]2[cH:5][c:6]([NH:10][c:11]3[n:12][cH:13][n:14][c:15]4[cH:16][c:17]([O:22][CH3:23])[c:18]([C:25]#[C:24][c:26]5[n:27][cH:28][cH:29][cH:30][cH:31]5)[cH:19][c:20]34)[cH:7][cH:8][c:9]12. Starting materials: COC(=O)COc1ccc(OC(=O)c2ccccc2)cc1[N+](=O)[O-], C[O-], CO, [Na+]. Yields the product COC(=O)COc1ccc(O)cc1[N+](=O)[O-]. As a reaction SMILES: [C:1](=[O:2])([c:3]1[cH:4][cH:5][cH:6][cH:7][cH:8]1)[O:9][c:10]1[cH:11][c:12]([N+:22](=[O:23])[O-:24])[c:13]([O:16][CH2:17][C:18](=[O:19])[O:20][CH3:21])[cH:14][cH:15]1.[CH3:25][O-:26].[CH3:28][OH:29].[Na+:27]>>[OH:9][c:10]1[cH:11][c:12]([N+:22](=[O:23])[O-:24])[c:13]([O:16][CH2:17][C:18](=[O:19])[O:20][CH3:21])[cH:14][cH:15]1. Reactants: COC1=C(C=CC=C1)NS(=O)(=O)C1=C(C=CC=C1)C (N-(2-methoxy-phenyl)-2-methyl-benzenesulfonamide), BrCC(=O)OC(C)(C)C (tert-butyl bromoacetate). The product is COC1=C(C=CC=C1)N(S(=O)(=O)C=1C(=CC=CC1)C)CC(=O)O ([(2-Methoxy-phenyl)-(toluene-2-sulfonyl)-amino]-acetic acid). RXN SMILES: [CH3:1][O:2][C:3]1[CH:8]=[CH:7][CH:6]=[CH:5][C:4]=1[NH:9][S:10]([C:13]1[CH:18]=[CH:17][CH:16]=[CH:15][C:14]=1[CH3:19])(=[O:12])=[O:11].Br[CH2:21][C:22]([O:24]C(C)(C)C)=[O:23]>>[CH3:1][O:2][C:3]1[CH:8]=[CH:7][CH:6]=[CH:5][C:4]=1[N:9]([CH2:21][C:22]([OH:24])=[O:23])[S:10]([C:13]1[C:14]([CH3:19])=[CH:15][CH:16]=[CH:17][CH:18]=1)(=[O:12])=[O:11]. Procedure details: prepared by reaction of N-(2-methoxy-phenyl)-2-methyl-benzenesulfonamide with tert-butyl bromoacetate